Dataset: the Open Reaction Database (ORD), a public repository of structured organic reaction records. Task: describe an organic reaction: reactants, conditions, products, and yield Reactants: O=C(CBr)N1CCOCC1, COC(=O)c1ccc(Br)c(O)c1, [H-], [Na+], CN(C)C=O. Yields the product COC(=O)c1ccc(Br)c(OCC(=O)N2CCOCC2)c1. As a reaction SMILES: [Br:13][CH2:14][C:15](=[O:16])[N:17]1[CH2:18][CH2:19][O:20][CH2:21][CH2:22]1.[Br:1][c:2]1[c:3]([OH:12])[cH:4][c:5]([C:6](=[O:7])[O:8][CH3:9])[cH:10][cH:11]1.[H-:23].[Na+:24].[O:25]=[CH:26][N:27]([CH3:28])[CH3:29]>>[Br:1][c:2]1[c:3]([O:12][CH2:14][C:15](=[O:16])[N:17]2[CH2:18][CH2:19][O:20][CH2:21][CH2:22]2)[cH:4][c:5]([C:6](=[O:7])[O:8][CH3:9])[cH:10][cH:11]1.